Dataset: the Open Reaction Database (ORD), a public repository of structured organic reaction records. Task: describe an organic reaction: reactants, conditions, products, and yield Run in COCCOC (1,2-dimethoxyethane). Yield: 85.0%. Product: CC=1C=C(C=CC1C)N(C1=CC(=C(C=C1)C)C)C1=CC=C(C=C)C=C1 (4-[N,N-bis(3,4-dimethylphenyl)amino]styrene). Procedure: Into a three-necked flask, 12.1 g of sodium hydride and 580 ml of 1,2-dimethoxyethane were placed, and 108.5 g of trimethylphosphonium bromide was added thereto with stirring at room temperature. Next, after a drop of absolute alcohol was added, the reaction was allowed to proceed at 70° C. for 4 hours. Then, 100.0 g of 4-[N,N-bis(3,4-dimethylphenyl)amino]benzaldehyde was added to the reaction mixture, to carry out reaction at 700° C. for 5 hours, followed by filtration to collect a cake. The ca... As a reaction SMILES: [H-].[Na+].[Br-].[CH3:4][PH+](C)C.[CH3:8][C:9]1[CH:10]=[C:11]([N:16]([C:25]2[CH:32]=[CH:31][C:28]([CH:29]=O)=[CH:27][CH:26]=2)[C:17]2[CH:22]=[CH:21][C:20]([CH3:23])=[C:19]([CH3:24])[CH:18]=2)[CH:12]=[CH:13][C:14]=1[CH3:15]>COCCOC>[CH3:8][C:9]1[CH:10]=[C:11]([N:16]([C:25]2[CH:32]=[CH:31][C:28]([CH:29]=[CH2:4])=[CH:27][CH:26]=2)[C:17]2[CH:22]=[CH:21][C:20]([CH3:23])=[C:19]([CH3:24])[CH:18]=2)[CH:12]=[CH:13][C:14]=1[CH3:15] |f:0.1,2.3|. Conditions: time 4 hour. Starting materials: CC=1C=C(C=CC1C)N(C1=CC(=C(C=C1)C)C)C1=CC=C(C=O)C=C1 (4-[N,N-bis(3,4-dimethylphenyl)amino]benzaldehyde), [H-].[Na+] (sodium hydride), alcohol, [Br-].C[PH+](C)C (trimethylphosphonium bromide). As a reaction SMILES: [F:1][C:2]([F:7])([F:6])[C:3]([OH:5])=[O:4].[CH2:8]([S:10]([N:13]1[CH2:18][CH2:17][CH:16]([C:19]2[C:27]3[C:22](=[C:23]([C:39]([NH2:41])=[O:40])[CH:24]=[C:25]([C:28]4[CH:29]=[N:30][N:31]([CH2:33][CH2:34][NH:35][CH2:36][CH2:37]O)[CH:32]=4)[CH:26]=3)[NH:21][CH:20]=2)[CH2:15][CH2:14]1)(=[O:12])=[O:11])[CH3:9].[CH3:42]C(N)C.NCCO>>[F:1][C:2]([F:7])([F:6])[C:3]([OH:5])=[O:4].[CH2:8]([S:10]([N:13]1[CH2:18][CH2:17][CH:16]([C:19]2[C:27]3[C:22](=[C:23]([C:39]([NH2:41])=[O:40])[CH:24]=[C:25]([C:28]4[CH:29]=[N:30][N:31]([CH2:33][CH2:34][NH:35][CH:36]([CH3:42])[CH3:37])[CH:32]=4)[CH:26]=3)[NH:21][CH:20]=2)[CH2:15][CH2:14]1)(=[O:11])=[O:12])[CH3:9] |f:0.1,4.5|. Procedure details: The title compound was prepared according to the general procedure of 3-[1-(ethylsulfonyl)-4-piperidinyl]-5-(1-{2-[(2-hydroxyethyl)amino]ethyl}-1H-pyrazol-4-yl)-1H-indole-7-carboxamide trifluoroacetate, substituting 2-propanamine (25 mg, 0.43 mmol) for the 2-aminoethanol to afford 9 mg of the title compound (35%). The product is FC(C(=O)O)(F)F.C(C)S(=O)(=O)N1CCC(CC1)C1=CNC2=C(C=C(C=C12)C=1C=NN(C1)CCNC(C)C)C(=O)N (3-[1-(ethylsulfonyl)-4-piperidinyl]-5-(1-{2-[(1-methylethyl)amino]ethyl}-1H-pyrazol-4-yl)-1H-indole-7-carboxamide trifluoroacetate). Reactants: FC(C(=O)O)(F)F.C(C)S(=O)(=O)N1CCC(CC1)C1=CNC2=C(C=C(C=C12)C=1C=NN(C1)CCNCCO)C(=O)N (3-[1-(ethylsulfonyl)-4-piperidinyl]-5-(1-{2-[(2-hydroxyethyl)amino]ethyl}-1H-pyrazol-4-yl)-1H-indole-7-carboxamide trifluoroacetate), CC(C)N (2-propanamine), NCCO (2-aminoethanol). Isolated yield 35.0%. Starting materials: CCOC(=O)CCCCCCCCC1=C(C)C(=O)C(OC)=C(OC)C1=O, CCOCC, Cl, [K+], [OH-]. Product: COC1=C(OC)C(=O)C(CCCCCCCCC(=O)O)=C(C)C1=O. As a reaction SMILES: [CH3:1][O:2][C:3]1=[C:8]([O:9][CH3:10])[C:7](=[O:11])[C:6]([CH3:12])=[C:5]([CH2:13][CH2:14][CH2:15][CH2:16][CH2:17][CH2:18][CH2:19][CH2:20][C:21](=[O:22])[O:23][CH2:24][CH3:25])[C:4]1=[O:26].[CH3:30][CH2:31][O:32][CH2:33][CH3:34].[ClH:29].[K+:28].[OH-:27]>>[CH3:1][O:2][C:3]1=[C:8]([O:9][CH3:10])[C:7](=[O:11])[C:6]([CH3:12])=[C:5]([CH2:13][CH2:14][CH2:15][CH2:16][CH2:17][CH2:18][CH2:19][CH2:20][C:21](=[O:22])[OH:23])[C:4]1=[O:26]. Starting materials: C(C)N(C1=C(C=C(C(=C1)OC)OC)C1CC=2C=CC(=CC2CC1)OC(C(C)(C)C)=O)C(C1=CC(=C(C=C1)O)F)=O (pivalic acid 6-{2-[ethyl(3-fluoro-4-hydroxybenzoyl)amino]-4,5-dimethoxyphenyl}-5,6,7,8-tetrahydronaphthalen-2-yl ester), ClCC(=O)N(C)CCOC (2-chloro-N-(2-methoxyethyl)-N-methylacetamide). Yields the product C(C)N(C1=C(C=C(C(=C1)OC)OC)C1CC=2C=CC(=CC2CC1)O)CC1=CC(=C(C=C1)OCCN(C)CCOC)F (6-{2-{Ethyl{3-fluoro-4-{2-[(2-methoxyethyl)methylamino]ethoxy}benzyl}amino}-4,5-dimethoxyphenyl}-5,6,7,8-tetrahydronaphthalen-2-ol). The yield is 6.6%. As a reaction SMILES: [CH2:1]([N:3]([C:31](=O)[C:32]1[CH:37]=[CH:36][C:35]([OH:38])=[C:34]([F:39])[CH:33]=1)[C:4]1[CH:9]=[C:8]([O:10][CH3:11])[C:7]([O:12][CH3:13])=[CH:6][C:5]=1[CH:14]1[CH2:23][CH2:22][C:21]2[CH:20]=[C:19]([O:24]C(=O)C(C)(C)C)[CH:18]=[CH:17][C:16]=2[CH2:15]1)[CH3:2].Cl[CH2:42][C:43]([N:45]([CH2:47][CH2:48][O:49][CH3:50])[CH3:46])=O>>[CH2:1]([N:3]([CH2:31][C:32]1[CH:37]=[CH:36][C:35]([O:38][CH2:42][CH2:43][N:45]([CH2:47][CH2:48][O:49][CH3:50])[CH3:46])=[C:34]([F:39])[CH:33]=1)[C:4]1[CH:9]=[C:8]([O:10][CH3:11])[C:7]([O:12][CH3:13])=[CH:6][C:5]=1[CH:14]1[CH2:15][CH2:16][C:21]2[CH:20]=[C:19]([OH:24])[CH:18]=[CH:17][C:22]=2[CH2:23]1)[CH3:2]. Reported procedure: Synthesized from pivalic acid 6-{2-[ethyl(3-fluoro-4-hydroxybenzoyl)amino]-4,5-dimethoxyphenyl}-5,6,7,8-tetrahydronaphthalen-2-yl ester (19 mg) and 2-chloro-N-(2-methoxyethyl)-N-methylacetamide (12 mg) according to an analogous synthetic method to Example 404 and purified by LC-MS, the title compound (1.3 mg) was obtained.